Dataset: the Open Reaction Database (ORD), a public repository of structured organic reaction records. Task: describe an organic reaction: reactants, conditions, products, and yield The reactants are NC1=C(C=CC(=C1)OC)C1=NN=NN1 (5-(2-amino-4-methoxyphenyl)tetrazole), N(=O)[O-].[Na+] (NaNO2), Cl (HCl). Run in C(Cl)(Cl)Cl (chloroform). Yields the product COC1=CC2=C(C=3N(N=N2)N=NN3)C=C1 (8-Methoxytetrazolo[4,5-C][1,2,3]benzotriazine). Isolated yield 51.1%. As a reaction SMILES: [NH2:1][C:2]1[CH:7]=[C:6]([O:8][CH3:9])[CH:5]=[CH:4][C:3]=1[C:10]1[NH:14][N:13]=[N:12][N:11]=1.[N:15]([O-])=O.[Na+].Cl>C(Cl)(Cl)Cl>[CH3:9][O:8][C:6]1[CH:5]=[CH:4][C:3]2[C:10]3[N:11]([N:12]=[N:13][N:14]=3)[N:15]=[N:1][C:2]=2[CH:7]=1 |f:1.2|. Reported procedure: The above-named compound was prepared from 1 g of 5-(2-amino-4-methoxyphenyl)tetrazole, 0.45 g of NaNO2, and concentrated HCl and isolated from the reaction mixture by the procedures of Example 2. The residue obtained by evaporation of the chloroform extracts was a dark reddish-brown solid shown by liquid chromatographic analysis to be largely the named compound plus several minor impurities. The product was purified by percolating its chloroform solution through two 7-10 ml portions of 80-200 m...